From a dataset of the Open Reaction Database (ORD), a public repository of structured organic reaction records. describe an organic reaction: reactants, conditions, products, and yield Reactants: C, CO, N#Cc1ccc(N)c([N+](=O)[O-])c1, C1CCOC1, [Pd]. Product: N#Cc1ccc(N)c(N)c1. RXN SMILES: [C:20].[CH3:13][OH:14].[NH2:1][c:2]1[c:3]([N+:10]([O-:11])=[O:12])[cH:4][c:5]([C:6]#[N:7])[cH:8][cH:9]1.[O:15]1[CH2:16][CH2:17][CH2:18][CH2:19]1.[Pd:21]>>[NH2:1][c:2]1[c:3]([NH2:10])[cH:4][c:5]([C:6]#[N:7])[cH:8][cH:9]1. Product: Cc1ccc(Br)c(S(=O)(=O)O)c1. Starting materials: Br, O=N[O-], Cc1ccc(N)c(S(=O)(=O)O)c1, [Na+], O. As a reaction SMILES: [BrH:17].[N:13]([O-:14])=[O:15].[NH2:1][c:2]1[c:3]([S:9](=[O:10])(=[O:11])[OH:12])[cH:4][c:5]([CH3:8])[cH:6][cH:7]1.[Na+:16].[OH2:18]>>[c:2]1([Br:17])[c:3]([S:9](=[O:10])(=[O:11])[OH:12])[cH:4][c:5]([CH3:8])[cH:6][cH:7]1. The reactants are OCC(CO)(CO)NC1=CC=C(C=C1)[N+](=O)[O-] (2-hydroxymethyl-2-(4-nitrophenylamino)propane-1,3-diol), C1=CCCCC1 (cyclohexene). The reagents and catalysts are [Pd] (Pd/C). The solvent is alcohol, O (water). The product is NC1=CC=C(C=C1)NC(CO)(CO)CO (2-(4-aminophenylamino)-2-hydroxymethylpropane-1,3-diol). Isolated yield 58.1%. Reaction SMILES: [OH:1][CH2:2][C:3]([NH:8][C:9]1[CH:14]=[CH:13][C:12]([N+:15]([O-])=O)=[CH:11][CH:10]=1)([CH2:6][OH:7])[CH2:4][OH:5].C1CCCCC=1>[Pd].O>[NH2:15][C:12]1[CH:11]=[CH:10][C:9]([NH:8][C:3]([CH2:4][OH:5])([CH2:6][OH:7])[CH2:2][OH:1])=[CH:14][CH:13]=1. Procedure: 7.3 g (0.03 mol) of 2-hydroxymethyl-2-(4-nitrophenylamino)propane-1,3-diol (5) were placed in a mixture of alcohol, water, and cyclohexene in proportions of 30 ml/15 ml/3 ml. 3 g of 10% Pd/C catalyst were added and the mixture was refluxed for 2 hours until decolorized. The medium was filtered while hot and the catalyst was washed with alcohol. The filtrate was concentrated to dryness and then taken up in 10 ml of ethanol, and the precipitate formed was filtered off and washed with alcohol and t... Reactants: ClC1=CC=C(C=C1)C1=NSC(=C1C(=O)OCC)C(=O)OCC (4,5-diethyl 3-(4-chlorophenyl)-1,2-thiazole-4,5-dicarboxylate), [OH-].[Na+] (sodium hydroxide), Cl (hydrogen chloride). Solvent: C(C)O (ethanol), O (water). Run at temperature 90 celsius, time 2.5 hour. The product is ClC1=CC=C(C=C1)C1=NSC(=C1C(=O)O)C(=O)O (3-(4-chlorophenyl)-1,2-thiazole-4,5-dicarboxylic acid). Reaction SMILES: [Cl:1][C:2]1[CH:7]=[CH:6][C:5]([C:8]2[C:12]([C:13]([O:15]CC)=[O:14])=[C:11]([C:18]([O:20]CC)=[O:19])[S:10][N:9]=2)=[CH:4][CH:3]=1.[OH-].[Na+].Cl>C(O)C.O>[Cl:1][C:2]1[CH:3]=[CH:4][C:5]([C:8]2[C:12]([C:13]([OH:15])=[O:14])=[C:11]([C:18]([OH:20])=[O:19])[S:10][N:9]=2)=[CH:6][CH:7]=1 |f:1.2|. Procedure: Into a 100-mL round-bottom flask, was placed a solution of 4,5-diethyl 3-(4-chlorophenyl)-1,2-thiazole-4,5-dicarboxylate (3.28 g, 9.84 mmol, 1.00 equiv) in ethanol (20 mL) and a solution of sodium hydroxide (2.36 g, 59.00 mmol, 6.00 equiv) in water (20 mL). The resulting solution was stirred for 2.5 h at 90° C. in an oil bath. The pH value of the solution was adjusted to 3 with hydrogen chloride (1 mol/L). The resulting solution was extracted with 3×150 mL of dichloromethane. The organic layers ... Starting materials: S(=O)(Cl)Cl (thionyl chloride), CCOCC (ether), C(CCCCCCC)O (n-octanol), C12N[C@@H](C(CC1)CC2)C(=O)O ((3S)-2-azabicyclo[2.2.2]octane-3-carboxylic acid). Run in O.CCOCC (water ether). Reaction conditions: temperature 0 celsius, time 10 minute. The product is Cl.C(CCCCCCC)OC(=O)[C@H]1NC2CCC1CC2 ((3S)-2-Azabicyclo[2.2.2]OCTANE-3-Carboxylic Acid n-Octyl Ester Hydrochloride). Isolated yield 81.0%. RXN SMILES: S(Cl)([Cl:3])=O.[CH2:5]([OH:13])[CH2:6][CH2:7][CH2:8][CH2:9][CH2:10][CH2:11][CH3:12].[CH:14]12[CH2:21][CH2:20][CH:17]([CH2:18][CH2:19]1)[C@@H:16]([C:22](O)=[O:23])[NH:15]2.CCOCC>O.CCOCC>[ClH:3].[CH2:5]([O:13][C:22]([C@@H:16]1[CH:17]2[CH2:20][CH2:21][CH:14]([CH2:19][CH2:18]2)[NH:15]1)=[O:23])[CH2:6][CH2:7][CH2:8][CH2:9][CH2:10][CH2:11][CH3:12] |f:4.5,6.7|. Procedure: 9.6 ml of thionyl chloride are added dropwise into a 250 ml round-bottomed flask containing 60 ml of n-octanol cooled to 0° C. After stirring for 10 min at 0° C., 18.6 g of (3S)-2-azabicyclo[2.2.2]octane-3-carboxylic acid (described in Patent FR 2,585,709) are added slowly. The reaction mixture is left stirring overnight at room temperature, then heated for 6 hours at 80° C. and again left overnight at room temperature. After adding 100 ml of anhydrous ether and filtering off the unreacted hydro... Reactants: Cc1ccccc1, O=C(O)c1cccc(Cl)c1F, O=S(Cl)Cl. The product is O=C(Cl)c1cccc(Cl)c1F. RXN SMILES: [CH3:16][c:17]1[cH:18][cH:19][cH:20][cH:21][cH:22]1.[Cl:1][c:2]1[c:3]([F:11])[c:4]([C:5](=[O:6])[OH:7])[cH:8][cH:9][cH:10]1.[S:12]([Cl:13])([Cl:14])=[O:15]>>[Cl:1][c:2]1[c:3]([F:11])[c:4]([C:5](=[O:6])[Cl:14])[cH:8][cH:9][cH:10]1. RXN SMILES: CO[C:3]([C:5]1[O:9][N:8]=[C:7]([O:10][CH2:11][C:12]2[C:13]([C:18]3[CH:23]=[CH:22][CH:21]=[CH:20][CH:19]=3)=[N:14][O:15][C:16]=2[CH3:17])[CH:6]=1)=[O:4].[O:24]1[CH2:28][CH2:27][CH:26]([NH2:29])[CH2:25]1.N12CCCNC1=NCCC2>C1(C)C=CC=CC=1>[O:24]1[CH2:28][CH2:27][CH:26]([NH:29][C:3]([C:5]2[O:9][N:8]=[C:7]([O:10][CH2:11][C:12]3[C:13]([C:18]4[CH:19]=[CH:20][CH:21]=[CH:22][CH:23]=4)=[N:14][O:15][C:16]=3[CH3:17])[CH:6]=2)=[O:4])[CH2:25]1. The solvent is C1(=CC=CC=C1)C (toluene). Procedure: To a solution of 3-(5-methyl-3-phenyl-isoxazol-4-ylmethoxy)-isoxazole-5-carboxylic acid methyl ester (298 mg, 0.95 mmol) and tetrahydrofuran-3-ylamine (99 mg, 1.14 mmol) in toluene (1.5 mL) was added 1,5,7-triazabicyclo[4.4.0]dec-5-ene (40 mg, 0.28 mmol) and the reaction stirred under argon overnight at 50° C. Then the mixture was evaporated and the residue purified by chromatography (silica, heptane:ethyl acetate=4:1 to 1:1) to afford the title compound (87 mg, 25%) which was obtained as a colo... Isolated yield 24.8%. Starting materials: COC(=O)C1=CC(=NO1)OCC=1C(=NOC1C)C1=CC=CC=C1 (3-(5-methyl-3-phenyl-isoxazol-4-ylmethoxy)-isoxazole-5-carboxylic acid methyl ester), O1CC(CC1)N (tetrahydrofuran-3-ylamine), N12CCCN=C2NCCC1 (1,5,7-triazabicyclo[4.4.0]dec-5-ene). Product: O1CC(CC1)NC(=O)C1=CC(=NO1)OCC=1C(=NOC1C)C1=CC=CC=C1 (3-(5-Methyl-3-phenyl-isoxazol-4-ylmethoxy)-isoxazole-5-carboxylic acid (tetrahydro-furan-3-yl)-amide). Reaction conditions: temperature 50 celsius, time 8 hour.